describe an organic reaction: reactants, conditions, products, and yield From a dataset of the Open Reaction Database (ORD), a public repository of structured organic reaction records. Reaction SMILES: [Br:34][CH2:35][C:36]#[N:37].[C:28](=[O:29])([O-:30])[O-:31].[CH3:23][N:24]([CH3:25])[CH:26]=[O:27].[CH3:38][CH2:39][O:40][C:41](=[O:42])[CH3:43].[Cl:1][c:2]1[cH:3][cH:4][c:5]([OH:22])[c:6]2[c:7]([CH3:21])[c:8]([CH2:13][c:14]3[cH:15][cH:16][c:17]([Cl:20])[cH:18][cH:19]3)[c:9]([CH3:12])[n:10][c:11]12.[K+:32].[K+:33]>>[Cl:1][c:2]1[cH:3][cH:4][c:5]([O:22][CH2:35][C:36]#[N:37])[c:6]2[c:7]([CH3:21])[c:8]([CH2:13][c:14]3[cH:15][cH:16][c:17]([Cl:20])[cH:18][cH:19]3)[c:9]([CH3:12])[n:10][c:11]12. Reactants: N#CCBr, O=C([O-])[O-], CN(C)C=O, CCOC(C)=O, Cc1nc2c(Cl)ccc(O)c2c(C)c1Cc1ccc(Cl)cc1, [K+], [K+]. Product: Cc1nc2c(Cl)ccc(OCC#N)c2c(C)c1Cc1ccc(Cl)cc1. The reactants are NC1=C(C(=O)O)C=C(C=C1C)Cl (2-amino-5-chloro-3-methylbenzoic acid), BrC=1C=C(N(C1)C1=NC=CC=C1C(F)(F)F)C(=O)O (4-bromo-1-(3-trifluoromethyl-2-pyridinyl)-1H-pyrrole-2-carboxylic acid), NC1=C(C(=O)O)C=C(C=C1Br)Br (2-amino-3,5-dibromobenzoic acid), BrC=1C=C(N(C1)C1=NC=CC=C1Cl)C(=O)O (4-bromo-1-(3-chloro-2-pyridinyl)-1H-pyrrole-2-carboxylic acid). Product: BrC=1C=C(C2=C(C(OC(=N2)C=2N(C=C(C2)Br)C2=NC=CC=C2C(F)(F)F)=O)C1)Br (6,8-dibromo-2-[4-bromo-1-(3-trifluoromethyl-2-pyridinyl)-1H-pyrrol-2-yl]-4H-3,1-benzoxazine-4-one). As a reaction SMILES: [Br:1][C:2]1[CH:3]=[C:4]([C:17]([OH:19])=O)[N:5]([C:7]2[C:12]([C:13]([F:16])([F:15])[F:14])=[CH:11][CH:10]=[CH:9][N:8]=2)[CH:6]=1.[NH2:20][C:21]1[C:29]([Br:30])=[CH:28][C:27]([Br:31])=[CH:26][C:22]=1[C:23](O)=[O:24].BrC1C=C(C(O)=O)N(C2C(Cl)=CC=CN=2)C=1.NC1C(C)=CC(Cl)=CC=1C(O)=O>>[Br:31][C:27]1[CH:28]=[C:29]([Br:30])[C:21]2[N:20]=[C:17]([C:4]3[N:5]([C:7]4[C:12]([C:13]([F:14])([F:15])[F:16])=[CH:11][CH:10]=[CH:9][N:8]=4)[CH:6]=[C:2]([Br:1])[CH:3]=3)[O:19][C:23](=[O:24])[C:22]=2[CH:26]=1. Procedure: According to the same manner as that of Reference Preparation Example 71-(5), 4-bromo-1-(3-trifluoromethyl-2-pyridinyl)-1H-pyrrole-2-carboxylic acid and 2-amino-3,5-dibromobenzoic acid were used in place of 4-bromo-1-(3-chloro-2-pyridinyl)-1H-pyrrole-2-carboxylic acid and 2-amino-5-chloro-3-methylbenzoic acid respectively to obtain 6,8-dibromo-2-[4-bromo-1-(3-trifluoromethyl-2-pyridinyl)-1H-pyrrol-2-yl]-4H-3,1-benzoxazine-4-one of the formula: Starting materials: O=C([O-])CC(O)(CC(=O)[O-])C(=O)[O-], CN(C)c1ccccc1C1CCNCC1, CN(CC(CC=O)c1ccc(Cl)c(Cl)c1)C(=O)c1cc(C#N)cc2ccccc12, Cl, Cl. Product: O=C(O)CC(O)(CC(=O)O)C(=O)O, CN(CC(CCN1CCC(c2ccccc2N(C)C)CC1)c1ccc(Cl)c(Cl)c1)C(=O)c1cc(C#N)cc2ccccc12. As a reaction SMILES: [C:47]([CH2:48][C:49]([OH:50])([C:51](=[O:52])[O-:53])[CH2:54][C:55](=[O:56])[O-:57])(=[O:58])[O-:59].[CH3:3][N:4]([c:5]1[c:6]([CH:11]2[CH2:12][CH2:13][NH:14][CH2:15][CH2:16]2)[cH:7][cH:8][cH:9][cH:10]1)[CH3:17].[Cl:18][c:19]1[cH:20][c:21]([CH:26]([CH2:27][N:28]([C:29](=[O:30])[c:31]2[cH:32][c:33]([C:41]#[N:42])[cH:34][c:35]3[cH:36][cH:37][cH:38][cH:39][c:40]23)[CH3:43])[CH2:44][CH:45]=[O:46])[cH:22][cH:23][c:24]1[Cl:25].[ClH:1].[ClH:2]>>[C:47]([CH2:48][C:49]([OH:50])([C:51](=[O:52])[OH:53])[CH2:54][C:55](=[O:56])[OH:57])(=[O:58])[OH:59].[CH3:3][N:4]([c:5]1[c:6]([CH:11]2[CH2:12][CH2:13][N:14]([CH2:45][CH2:44][CH:26]([c:21]3[cH:20][c:19]([Cl:18])[c:24]([Cl:25])[cH:23][cH:22]3)[CH2:27][N:28]([C:29](=[O:30])[c:31]3[cH:32][c:33]([C:41]#[N:42])[cH:34][c:35]4[cH:36][cH:37][cH:38][cH:39][c:40]34)[CH3:43])[CH2:15][CH2:16]2)[cH:7][cH:8][cH:9][cH:10]1)[CH3:17]. Reactants: S(=O)(=O)(O)[O-].NC=1SC=C(N1)C(C(=O)N[C@H]1[C@@H]2N(C(=C(CS2)C[N+]2=CC=CC=C2)C(=O)O)C1=O)=NOC1CC1 (7β-[2-(2-aminothiazol-4-yl)-2-(cyclopropyloxyimino)acetamido]-3-(1-pyridinio)methyl-3-cephem-4-carboxylic acid hydrogen sulfate), Cl (hydrochloric acid), [BH4-].[Na+] (sodium borohydride), Cl (hydrochloric acid). Run in O (water). Conditions: time 2.5 hour. Product: NC=1SC=C(N1)C(C(=O)N[C@H]1[C@@H]2N(C(=C(CS2)CN2CCC=CC2)C(=O)O)C1=O)=NOC1CC1 (7β-[2-(2-aminothiazol-4-yl)-2-(cyclopropyloxyimino)acetamido]-3-(1,2,3,6-tetrahydropyridin-1-yl)methyl-3-cephem-4-carboxylic acid). The yield is 13.8%. Reaction SMILES: S([O-])(O)(=O)=O.[NH2:6][C:7]1[S:8][CH:9]=[C:10]([C:12](=[N:35][O:36][CH:37]2[CH2:39][CH2:38]2)[C:13]([NH:15][C@@H:16]2[C:33](=[O:34])[N:18]3[C:19]([C:30]([OH:32])=[O:31])=[C:20]([CH2:23][N+:24]4[CH:29]=[CH:28][CH:27]=[CH:26][CH:25]=4)[CH2:21][S:22][C@H:17]23)=[O:14])[N:11]=1.[BH4-].[Na+].Cl>O>[NH2:6][C:7]1[S:8][CH:9]=[C:10]([C:12](=[N:35][O:36][CH:37]2[CH2:39][CH2:38]2)[C:13]([NH:15][C@@H:16]2[C:33](=[O:34])[N:18]3[C:19]([C:30]([OH:32])=[O:31])=[C:20]([CH2:23][N:24]4[CH2:25][CH:26]=[CH:27][CH2:28][CH2:29]4)[CH2:21][S:22][C@H:17]23)=[O:14])[N:11]=1 |f:0.1,2.3|. Procedure details: To a solution of 7β-[2-(2-aminothiazol-4-yl)-2-(cyclopropyloxyimino)acetamido]-3-(1-pyridinio)methyl-3-cephem-4-carboxylic acid hydrogen sulfate (syn isomer) (3 g) in water (100 ml) was portionwise added sodium borohydride (1.9 g) under ice-cooling, keeping the pH of the reaction mixture at 6.5-7.0 with 1N hydrochloric acid. The mixture was stirred at the same condition for 2.5 hours. The mixture was adjusted to pH 2.5 with 6N hydrochloric acid and subjected to column chromatography on a non-ion... Reactants: NC=1C=C2CCCCC2=CC1OC (6-amino-7-methoxy-1,2,3,4-tetrahydronaphthalene), NC=1C=C2CCCCC2=CC1OC (6-amino-7-methoxy-1,2,3,4-tetrahydronaphthalene), [OH-].[NH4+] (ammonium hydroxide), [S-]C#N.[NH4+] (ammonium thiocyanate), C(C1=CC=CC=C1)(=O)Cl (benzoyl chloride). Solvent: CC(=O)C (acetone), C(C)O (ethanol), CC(=O)C (acetone). The product is COC1=C(C=C2CCCCC2=C1)NC(=S)N (N-(7-Methoxy-1,2,3,4-tetrahydronaphth-6-yl)thiourea). Yield: 80.0%. Reaction SMILES: [S-:1][C:2]#[N:3].[NH4+].C(Cl)(=O)C1C=CC=CC=1.[NH2:14][C:15]1[CH:16]=[C:17]2[C:22](=[CH:23][C:24]=1[O:25][CH3:26])[CH2:21][CH2:20][CH2:19][CH2:18]2.[OH-].[NH4+]>CC(C)=O.C(O)C>[CH3:26][O:25][C:24]1[CH:23]=[C:22]2[C:17]([CH2:18][CH2:19][CH2:20][CH2:21]2)=[CH:16][C:15]=1[NH:14][C:2]([NH2:3])=[S:1] |f:0.1,4.5|. Reported procedure: 1.45 g of ammonium thiocyanate are dissolved in 30 ml of acetone and after 2.2 ml of benzoyl chloride have been added, the reaction mixture is heated under reflux for 15 minutes. 2.6 g of 6-amino-7-methoxy-1,2,3,4-tetrahydronaphthalene (Compound 4-1) dissolved in 20 ml of acetone are added and then the mixture is heated under reflux for 30 minutes. It is evaporated to dryness, the residue obtained is taken up in a minimum of ethanol, 50 ml of 30% ammonium hydroxide are added and the mixture is h... The product is N(=[N+]=[N-])CC1=C(C#N)C=CC=C1 (2-azidomethyl-benzonitrile). As a reaction SMILES: Br[CH2:2][C:3]1[CH:10]=[CH:9][CH:8]=[CH:7][C:4]=1[C:5]#[N:6].[N-:11]=[N+:12]=[N-:13].[Na+].C(OCC)(=O)C>CN(C)C=O>[N:11]([CH2:2][C:3]1[CH:10]=[CH:9][CH:8]=[CH:7][C:4]=1[C:5]#[N:6])=[N+:12]=[N-:13] |f:1.2|. The reactants are BrCC1=C(C#N)C=CC=C1 (2-bromomethyl-benzonitrile), [N-]=[N+]=[N-].[Na+] (sodium azide), C(C)(=O)OCC (Ethyl acetate). Run in CN(C=O)C (dimethylformamide). Procedure details: A solution of 2-bromomethyl-benzonitrile (1.0 g, 5.1 mmol) and sodium azide (0.40 g, 6.1 mmol) in dimethylformamide (10 ml) was stirred at room temperature for 2 h. Ethyl acetate was added and the reaction mixture was washed with water and brine. Drying and solvent evaporation gave 2-azidomethyl-benzonitrile; 1H NMR (CDCl3, 400 MHz) δ7.71 (d, 1H, J=7.7 Hz), 7.64 (m, 1H), 7.53 (d, 1H, J=7.8 Hz), 7.47 (t, 1H, J=7.6 Hz), 4.62 (s, 2H).